From a dataset of the Open Reaction Database (ORD), a public repository of structured organic reaction records. describe an organic reaction: reactants, conditions, products, and yield The reactants are O1C(=CC2=C1C=CC=C2)C(C2CCCCC2)NC2=CC=C(C(=O)O)C=C2 (4-{[1-benzofuran-2-yl(cyclohexyl)methyl]amino}benzoic acid), CNCCC(=O)OCC (ethyl 3-(methylamino)propanoate), compound. Yields the product O1C(=CC2=C1C=CC=C2)C(C2CCCCC2)NC2=CC=C(C=C2)C(=O)N(CCC(=O)O)C (3-{[(4-{[1-benzofuran-2-yl(cyclohexyl)methyl]amino}phenyl)carbonyl](methyl)amino}-propanoic acid). RXN SMILES: [O:1]1[C:5]2[CH:6]=[CH:7][CH:8]=[CH:9][C:4]=2[CH:3]=[C:2]1[CH:10]([NH:17][C:18]1[CH:26]=[CH:25][C:21]([C:22](O)=[O:23])=[CH:20][CH:19]=1)[CH:11]1[CH2:16][CH2:15][CH2:14][CH2:13][CH2:12]1.[CH3:27][NH:28][CH2:29][CH2:30][C:31]([O:33]CC)=[O:32]>>[O:1]1[C:5]2[CH:6]=[CH:7][CH:8]=[CH:9][C:4]=2[CH:3]=[C:2]1[CH:10]([NH:17][C:18]1[CH:19]=[CH:20][C:21]([C:22]([N:28]([CH3:27])[CH2:29][CH2:30][C:31]([OH:33])=[O:32])=[O:23])=[CH:25][CH:26]=1)[CH:11]1[CH2:12][CH2:13][CH2:14][CH2:15][CH2:16]1. Procedure details: Using 4-{[1-benzofuran-2-yl(cyclohexyl)methyl]amino}benzoic acid (250 mg) synthesized above and ethyl 3-(methylamino)propanoate (113 mg) and in the same manner as in Example A1(4), the title object compound (226 mg, 73%) was obtained as a pale-red solid. Product: CNc1c(OC)cc(C(O)CS(C)(=O)=O)cc1OC. Starting materials: [BH4-], CNc1c(OC)cc(C(=O)CS(C)(=O)=O)cc1OC, CCO, [Na+]. Reaction SMILES: [BH4-:20].[CH3:1][O:2][c:3]1[cH:4][c:5]([C:13]([CH2:14][S:15](=[O:16])(=[O:17])[CH3:18])=[O:19])[cH:6][c:7]([O:11][CH3:12])[c:8]1[NH:9][CH3:10].[CH3:22][CH2:23][OH:24].[Na+:21]>>[CH3:1][O:2][c:3]1[cH:4][c:5]([CH:13]([CH2:14][S:15](=[O:16])(=[O:17])[CH3:18])[OH:19])[cH:6][c:7]([O:11][CH3:12])[c:8]1[NH:9][CH3:10]. Starting materials: O=C([O-])O, O=C(Cl)OCc1ccccc1, ClCCl, [Na+], CC(O)CNC(C)CO. Product: CC(O)CN(C(=O)OCc1ccccc1)C(C)CO. As a reaction SMILES: [C:10](=[O:11])([OH:12])[O-:13].[Cl:15][C:16](=[O:17])[O:18][CH2:19][c:20]1[cH:21][cH:22][cH:23][cH:24][cH:25]1.[Cl:26][CH2:27][Cl:28].[Na+:14].[OH:1][CH:2]([CH2:3][NH:4][CH:5]([CH2:6][OH:7])[CH3:8])[CH3:9]>>[OH:1][CH:2]([CH2:3][N:4]([CH:5]([CH2:6][OH:7])[CH3:8])[C:16](=[O:17])[O:18][CH2:19][c:20]1[cH:21][cH:22][cH:23][cH:24][cH:25]1)[CH3:9].